Dataset: the Open Reaction Database (ORD), a public repository of structured organic reaction records. Task: describe an organic reaction: reactants, conditions, products, and yield Reactants: CN(C)C=O, CI, ClCCl, O=C(NCc1cc(C(F)(F)F)cc(C(F)(F)F)c1)c1ccccc1-c1ccccc1, O. Yields the product CN(Cc1cc(C(F)(F)F)cc(C(F)(F)F)c1)C(=O)c1ccccc1-c1ccccc1. As a reaction SMILES: [CH3:31][N:32]([CH3:33])[CH:34]=[O:35].[CH3:36][I:37].[Cl:39][CH2:40][Cl:41].[F:1][C:2]([c:3]1[cH:4][c:5]([CH2:6][NH:7][C:8](=[O:9])[c:10]2[c:11](-[c:16]3[cH:17][cH:18][cH:19][cH:20][cH:21]3)[cH:12][cH:13][cH:14][cH:15]2)[cH:22][c:23]([C:25]([F:26])([F:27])[F:28])[cH:24]1)([F:29])[F:30].[OH2:38]>>[F:1][C:2]([c:3]1[cH:4][c:5]([CH2:6][N:7]([C:8](=[O:9])[c:10]2[c:11](-[c:16]3[cH:17][cH:18][cH:19][cH:20][cH:21]3)[cH:12][cH:13][cH:14][cH:15]2)[CH3:31])[cH:22][c:23]([C:25]([F:26])([F:27])[F:28])[cH:24]1)([F:29])[F:30]. The reactants are [OH-].[Li+] (Lithium hydroxide), C(C)O[C@H](C(=O)OCC)CC1=CC=C(C=C1)CCOC1=CC=C(C=C1)OS(=O)(=O)C (ethyl(2S)-2-ethoxy-3-[4-(2-{4-[(methylsulfonyl)oxy]phenoxy}ethyl)phenyl]propanoate), Cl (HCl). Reaction conditions: time 8 hour. Yield: 83.1%. Solvent: C1CCOC1.O (THF water). As a reaction SMILES: [OH-].[Li+].[CH2:3]([O:5][C@@H:6]([CH2:12][C:13]1[CH:18]=[CH:17][C:16]([CH2:19][CH2:20][O:21][C:22]2[CH:27]=[CH:26][C:25]([O:28][S:29]([CH3:32])(=[O:31])=[O:30])=[CH:24][CH:23]=2)=[CH:15][CH:14]=1)[C:7]([O:9]CC)=[O:8])[CH3:4].Cl>C1COCC1.O>[CH2:3]([O:5][C@@H:6]([CH2:12][C:13]1[CH:14]=[CH:15][C:16]([CH2:19][CH2:20][O:21][C:22]2[CH:23]=[CH:24][C:25]([O:28][S:29]([CH3:32])(=[O:31])=[O:30])=[CH:26][CH:27]=2)=[CH:17][CH:18]=1)[C:7]([OH:9])=[O:8])[CH3:4] |f:0.1,4.5|. Product: C(C)O[C@H](C(=O)O)CC1=CC=C(C=C1)CCOC1=CC=C(C=C1)OS(=O)(=O)C ((2S)-2-Ethoxy-3-[4-(2-{4-[(methylsulfonyl)oxy]phenoxy}ethyl)phenyl]propanoic acid). Procedure details: Lithium hydroxide (27 mg, 1.15 mmol) was added to a solution of ethyl(2S)-2-ethoxy-3-[4-(2-{4-[(methylsulfonyl)oxy]phenoxy}ethyl)phenyl]propanoate (167 mg, 0.38 mmol) in THF/water 4:1 (5 mL). The reaction mixture was stirred at room temperature overnight and 1 M HCl (2 mL) was added. The THF was removed under reduced pressure. The aqueous phase was diluted with water and extracted three times with CH2Cl2 in a Phase Separator. The combined organic layers were evaporated. The residue was purified ... Starting materials: CC(C)(C)[SiH2]OC(C)(C)c1cc(CN)ccc1Cl, ClCCl, COC(=O)Cl, [K+], [K+], O=C([O-])[O-]. Yields the product COC(=O)NCc1ccc(Cl)c(C(C)(C)O[SiH2]C(C)(C)C)c1. Reaction SMILES: [C:12]([CH3:13])([CH3:14])([CH3:15])[SiH2:16][O:17][C:18]([c:19]1[cH:20][c:21]([CH2:22][NH2:23])[cH:24][cH:25][c:26]1[Cl:27])([CH3:28])[CH3:29].[Cl:30][CH2:31][Cl:32].[Cl:7][C:8](=[O:9])[O:10][CH3:11].[K+:1].[K+:2].[O-:3][C:4]([O-:5])=[O:6]>>[C:8](=[O:9])([O:10][CH3:11])[NH:23][CH2:22][c:21]1[cH:20][c:19]([C:18]([O:17][SiH2:16][C:12]([CH3:13])([CH3:14])[CH3:15])([CH3:28])[CH3:29])[c:26]([Cl:27])[cH:25][cH:24]1. Reactants: [Li]CCCC, CCCCCC, ClC(Cl)(Cl)C(Cl)(Cl)Cl, Cl, C1CCOC1, O=C(O)c1cccc(F)c1. Product: O=C(O)c1cccc(F)c1Cl. As a reaction SMILES: [CH2:1]([Li:2])[CH2:3][CH2:4][CH3:5].[CH3:25][CH2:26][CH2:27][CH2:28][CH2:29][CH3:30].[Cl:16][C:17]([C:18]([Cl:19])([Cl:20])[Cl:21])([Cl:22])[Cl:23].[ClH:24].[O:31]1[CH2:32][CH2:33][CH2:34][CH2:35]1.[OH:6][C:7](=[O:8])[c:9]1[cH:10][cH:11][cH:12][c:13]([F:14])[cH:15]1>>[OH:6][C:7](=[O:8])[c:9]1[cH:10][cH:11][cH:12][c:13]([F:14])[c:15]1[Cl:16]. Reactants: c1cc(OCC2CO2)ccc1CCOCC1CCC1, NCCn1cnc2cc(-c3ccc(=O)[nH]n3)ccc21. Product: O=c1ccc(-c2ccc3c(c2)ncn3CCNCC(O)COc2ccc(CCOCC3CCC3)cc2)n[nH]1. As a reaction SMILES: [CH:1]1([CH2:5][O:6][CH2:7][CH2:8][c:9]2[cH:10][cH:11][c:12]([O:13][CH2:14][CH:15]3[CH2:16][O:17]3)[cH:18][cH:19]2)[CH2:2][CH2:3][CH2:4]1.[NH2:20][CH2:21][CH2:22][n:23]1[cH:24][n:25][c:26]2[c:27]1[cH:28][cH:29][c:30](-[c:32]1[cH:33][cH:34][c:35](=[O:38])[nH:36][n:37]1)[cH:31]2>>[CH:1]1([CH2:5][O:6][CH2:7][CH2:8][c:9]2[cH:10][cH:11][c:12]([O:13][CH2:14][CH:15]([CH2:16][NH:20][CH2:21][CH2:22][n:23]3[cH:24][n:25][c:26]4[c:27]3[cH:28][cH:29][c:30](-[c:32]3[cH:33][cH:34][c:35](=[O:38])[nH:36][n:37]3)[cH:31]4)[OH:17])[cH:18][cH:19]2)[CH2:2][CH2:3][CH2:4]1. Starting materials: S1C=CC2=C1C(=CC=C2)CN(C2CCN(CC2)C(=O)OC(C)(C)C)CC(C)C (1,1-dimethylethyl 4-{[(1-benzothien-7-yl)methyl]-(2-methylpropyl)amino}-piperidine-1-carboxylate), C1(=CC=CC=C1)OC (anisole), FC(C(=O)O)(F)F (trifluoroacetic acid). Solvent: ClCCl (dichloromethane). Conditions: time 16 hour. Product: C(\C=C\C(=O)O)(=O)O.CC(CN(C1CCNCC1)CC1=CC=CC=2C=CSC21)C (N-(2-Methylpropyl)-N-[(benzothien-7-yl)methyl]piperidin-4-amine fumarate). Isolated yield 75.0%. As a reaction SMILES: [S:1]1[C:5]2[C:6]([CH2:10][N:11]([CH2:25][CH:26]([CH3:28])[CH3:27])[CH:12]3[CH2:17][CH2:16][N:15](C([O:20][C:21]([CH3:24])(C)C)=O)[CH2:14][CH2:13]3)=[CH:7][CH:8]=[CH:9][C:4]=2[CH:3]=[CH:2]1.C1([O:35]C)C=CC=CC=1.F[C:38](F)(F)[C:39]([OH:41])=[O:40]>ClCCl>[C:39]([OH:41])(=[O:40])/[CH:38]=[CH:24]/[C:21]([OH:20])=[O:35].[CH3:27][CH:26]([CH3:28])[CH2:25][N:11]([CH2:10][C:6]1[C:5]2[S:1][CH:2]=[CH:3][C:4]=2[CH:9]=[CH:8][CH:7]=1)[CH:12]1[CH2:17][CH2:16][NH:15][CH2:14][CH2:13]1 |f:4.5|. Procedure: To a solution of 1,1-dimethylethyl 4-{[(1-benzothien-7-yl)methyl]-(2-methylpropyl)amino}-piperidine-1-carboxylate (0.66 g, 1.6 mmol, 1 eq) in dichloromethane (10 ml) is added anisole (2 ml) and trifluoroacetic acid (2 ml). The solution is stirred at room temperature for 16 h. The solvent and trifluoroacetic acid are removed in vacuo. The resulting oil is taken up in methanol and loaded onto an SCX-2 (10 g) column. The column is washed with methanol (50 ml). Basic material is then eluted using 2M... Reactants: NC1=C(C=CC(=C1)Cl)S (2-Amino-4-chloro-benzenethiol), ClCC=1NC=CN1 (2-chloromethyl-1H-imidazole), O1C(=CC2=C1C=CC=C2)S(=O)(=O)Cl (1-benzofuran-2-sulfonyl chloride). Yields the product ClC=1C=CC(=C(C1)NS(=O)(=O)C=1OC2=C(C1)C=CC=C2)SCC=2NC=CN2 (N-{5-chloro-2-[(1H-imidazol-2-ylmethyl)thio]phenyl}-1-benzofuran-2-sulfonamide). RXN SMILES: [NH2:1][C:2]1[CH:7]=[C:6]([Cl:8])[CH:5]=[CH:4][C:3]=1[SH:9].Cl[CH2:11][C:12]1[NH:13][CH:14]=[CH:15][N:16]=1.[O:17]1[C:21]2[CH:22]=[CH:23][CH:24]=[CH:25][C:20]=2[CH:19]=[C:18]1[S:26](Cl)(=[O:28])=[O:27]>>[Cl:8][C:6]1[CH:5]=[CH:4][C:3]([S:9][CH2:11][C:12]2[NH:13][CH:14]=[CH:15][N:16]=2)=[C:2]([NH:1][S:26]([C:18]2[O:17][C:21]3[CH:22]=[CH:23][CH:24]=[CH:25][C:20]=3[CH:19]=2)(=[O:27])=[O:28])[CH:7]=1. Reported procedure: Following General Procedure A, B, the title compound was prepared from 2-Amino-4-chloro-benzenethiol, 2-chloromethyl-1H-imidazole and 1-benzofuran-2-sulfonyl chloride.